This data is from the Open Reaction Database (ORD), a public repository of structured organic reaction records. The task is: describe an organic reaction: reactants, conditions, products, and yield Yields the product O1COC2=C1C=CC(=C2)/C=C/C=2C(=NC=C(C2)Cl)N (3-[(E)-2-(1,3-Benzodioxol-5-yl)ethenyl]-5-chloro-2-pyridinamine). Yield: 40.0%. The reagents and catalysts are C(C)(=O)[O-].[Pd+2].C(C)(=O)[O-] (palladium acetate). Starting materials: BrC=1C(=NC=C(C1)Cl)N (3-bromo-5-chloro-2-pyridinamine), O (water), C1(=C(C=CC=C1)P(C1=C(C=CC=C1)C)C1=C(C=CC=C1)C)C (tri-o-tolylphosphine), O1COC2=C1C=CC(=C2)/C=C/[Sn](CCCC)(CCCC)CCCC ([(E)-2-(1,3-benzodioxol-5-yl)ethenyl](tributyl)stannane). Procedure details: A solution of 3-bromo-5-chloro-2-pyridinamine (318 mg, 1.5 mmol), [(E)-2-(1,3-benzodioxol-5-yl)ethenyl](tributyl)stannane (250 mg, 1.7 mmol) (A. J. Bridges, A. Lee, C. E. Schwatrz, M. J. Towle, B. A. Littlefield, Bioorg. Med. Chem., 1993, 1, 403), palladium acetate (19 mg, 0.08 mmol) and tri-o-tolylphosphine (50 mg, 0.16 mmol) in DMF (0.5 ml) and triethylamine (0.5 ml) in a teflon pressure vessel was heated in a microwave (full power) for 20 sec, allowed to cool to RT heated in a microwave for a... Reaction SMILES: Br[C:2]1[C:3]([NH2:9])=[N:4][CH:5]=[C:6]([Cl:8])[CH:7]=1.[O:10]1[C:14]2[CH:15]=[CH:16][C:17](/[CH:19]=[CH:20]/[Sn](CCCC)(CCCC)CCCC)=[CH:18][C:13]=2[O:12][CH2:11]1.C1(C)C=CC=CC=1P(C1C=CC=CC=1C)C1C=CC=CC=1C.O>CN(C=O)C.C(N(CC)CC)C.C([O-])(=O)C.[Pd+2].C([O-])(=O)C>[O:10]1[C:14]2[CH:15]=[CH:16][C:17](/[CH:19]=[CH:20]/[C:2]3[C:3]([NH2:9])=[N:4][CH:5]=[C:6]([Cl:8])[CH:7]=3)=[CH:18][C:13]=2[O:12][CH2:11]1 |f:6.7.8|. Solvent: CN(C)C=O (DMF), C(C)N(CC)CC (triethylamine). The reactants are [Li]CCCC, C1CCOC1, CCCCCC, CC(C)(C)OC(=O)N1CCCC1c1nncn1Cc1ccc(Cl)cc1, O=C1CCC(=O)N1Cl, [Na+], O=C([O-])O. Yields the product CC(C)(C)OC(=O)N1CCCC1c1nnc(Cl)n1Cc1ccc(Cl)cc1. Reaction SMILES: [CH2:26]([Li:27])[CH2:28][CH2:29][CH3:30].[CH2:50]1[O:51][CH2:52][CH2:53][CH2:54]1.[CH3:31][CH2:32][CH2:33][CH2:34][CH2:35][CH3:36].[Cl:1][c:2]1[cH:3][cH:4][c:5]([CH2:6][n:7]2[c:8]([CH:12]3[N:13]([C:17](=[O:18])[O:19][C:20]([CH3:21])([CH3:22])[CH3:23])[CH2:14][CH2:15][CH2:16]3)[n:9][n:10][cH:11]2)[cH:24][cH:25]1.[Cl:37][N:38]1[C:39](=[O:40])[CH2:41][CH2:42][C:43]1=[O:44].[Na+:49].[O-:45][C:46]([OH:47])=[O:48]>>[Cl:1][c:2]1[cH:3][cH:4][c:5]([CH2:6][n:7]2[c:8]([CH:12]3[N:13]([C:17](=[O:18])[O:19][C:20]([CH3:21])([CH3:22])[CH3:23])[CH2:14][CH2:15][CH2:16]3)[n:9][n:10][c:11]2[Cl:37])[cH:24][cH:25]1. Starting materials: CCc1nc2c(cnn2CC)c(NC2CCOCC2)c1CNC(=O)C(C)(C)CC(=O)NCc1ccc(F)c(-c2cccc(CN3CCN(C(=O)OC(C)(C)C)C(C)C3)c2)c1, CO, Cl, C1COCCO1. Product: CCc1nc2c(cnn2CC)c(NC2CCOCC2)c1CNC(=O)C(C)(C)CC(=O)NCc1ccc(F)c(-c2cccc(CN3CCNC(C)C3)c2)c1. As a reaction SMILES: [CH2:1]([CH3:2])[n:3]1[n:4][cH:5][c:6]2[c:7]1[n:8][c:9]([CH2:59][CH3:60])[c:10]([CH2:19][NH:20][C:21]([C:22]([CH2:23][C:24](=[O:25])[NH:26][CH2:27][c:28]1[cH:29][cH:30][c:31]([F:55])[c:32](-[c:34]3[cH:35][c:36]([CH2:40][N:41]4[CH2:42][CH:43]([CH3:54])[N:44]([C:47]([O:48][C:49]([CH3:50])([CH3:51])[CH3:52])=[O:53])[CH2:45][CH2:46]4)[cH:37][cH:38][cH:39]3)[cH:33]1)([CH3:56])[CH3:57])=[O:58])[c:11]2[NH:12][CH:13]1[CH2:14][CH2:15][O:16][CH2:17][CH2:18]1.[CH3:68][OH:69].[ClH:61].[O:62]1[CH2:63][CH2:64][O:65][CH2:66][CH2:67]1>>[CH2:1]([CH3:2])[n:3]1[n:4][cH:5][c:6]2[c:7]1[n:8][c:9]([CH2:59][CH3:60])[c:10]([CH2:19][NH:20][C:21]([C:22]([CH2:23][C:24](=[O:25])[NH:26][CH2:27][c:28]1[cH:29][cH:30][c:31]([F:55])[c:32](-[c:34]3[cH:35][c:36]([CH2:40][N:41]4[CH2:42][CH:43]([CH3:54])[NH:44][CH2:45][CH2:46]4)[cH:37][cH:38][cH:39]3)[cH:33]1)([CH3:56])[CH3:57])=[O:58])[c:11]2[NH:12][CH:13]1[CH2:14][CH2:15][O:16][CH2:17][CH2:18]1. Starting materials: S1CCC(C2=CC=CC=C12)=O (4-thiochromanone), CC(C=C)O (3-buten-2-ol), C1(=CC=C(C=C1)S(=O)(=O)O)C (p-toluenesulfonic acid). Solvent: COC(C)(C)OC (2,2-dimethoxy-propane), C1(=CC=CC=C1)C (toluene). The product is C(C=CC)C1SC2=CC=CC=C2C(C1)=O ((RS)-2-(2-buten-1-yl)-4-thiochromanone). Isolated yield 48.0%. RXN SMILES: [S:1]1[C:10]2[C:5](=[CH:6][CH:7]=[CH:8][CH:9]=2)[C:4](=[O:11])[CH2:3][CH2:2]1.[CH3:12][CH:13](O)[CH:14]=[CH2:15].C1(C)C=CC(S(O)(=O)=O)=CC=1>COC(OC)(C)C.C1(C)C=CC=CC=1>[CH2:12]([CH:2]1[CH2:3][C:4](=[O:11])[C:5]2[C:10](=[CH:9][CH:8]=[CH:7][CH:6]=2)[S:1]1)[CH:13]=[CH:14][CH3:15]. Procedure details: A solution of 23.9 g of 4-thiochromanone, 30 ml of 3-buten-2-ol and 240 mg of p-toluenesulfonic acid in 30 ml of 2,2-dimethoxy-propane and 240 ml of anhydrous toluene was boiled under reflux for 20 hours. The reaction mixture was subsequently concentrated in a vacuum and purified by column chromatography on silica gel (hexane/diethyl ether 5:1). 15.3 g (48%) of (RS)-2-(2-buten-1-yl)-4-thiochromanone were obtained as a yellow oil. The reactants are C#CCBr, CO, [K+], [OH-], Sc1nc[nH]n1. Product: C#CCSc1nc[nH]n1. RXN SMILES: [CH2:9]([C:10]#[CH:11])[Br:12].[CH3:13][OH:14].[K+:2].[OH-:1].[nH:3]1[n:4][c:5]([SH:8])[n:6][cH:7]1>>[nH:3]1[n:4][c:5]([S:8][CH2:11][C:10]#[CH:9])[n:6][cH:7]1.